From a dataset of the Open Reaction Database (ORD), a public repository of structured organic reaction records. describe an organic reaction: reactants, conditions, products, and yield Reactants: ClCc1nnc2n1-c1ccc(Br)cc1C(c1ccccn1)=NC2, CN(C)O, CN(C)C=O, [H-], [Na+]. Yields the product CN(C)Cc1nnc2n1-c1ccc(Br)cc1C(c1ccccn1)=NC2. Reaction SMILES: [Br:7][c:8]1[cH:9][cH:10][c:11]2[c:12]([cH:29]1)[C:13]([c:23]1[n:24][cH:25][cH:26][cH:27][cH:28]1)=[N:14][CH2:15][c:16]1[n:17]-2[c:18]([CH2:21][Cl:22])[n:19][n:20]1.[CH3:1][N:2]([OH:3])[CH3:4].[CH3:30][N:31]([CH3:32])[CH:33]=[O:34].[H-:5].[Na+:6]>>[CH3:1][N:2]([CH3:4])[CH2:21][c:18]1[n:17]2[c:16]([n:20][n:19]1)[CH2:15][N:14]=[C:13]([c:23]1[n:24][cH:25][cH:26][cH:27][cH:28]1)[c:12]1[c:11]-2[cH:10][cH:9][c:8]([Br:7])[cH:29]1.